From a dataset of the Open Reaction Database (ORD), a public repository of structured organic reaction records. describe an organic reaction: reactants, conditions, products, and yield Starting materials: [Br-], C1CCOC1, CCOCC, C=C[Mg+], [Cl-], [NH4+], O, O=C1c2ccccc2CCc2ccccc21. Yields the product C=CC1(O)c2ccccc2CCc2ccccc21. RXN SMILES: [Br-:17].[CH2:28]1[O:29][CH2:30][CH2:31][CH2:32]1.[CH3:23][CH2:24][O:25][CH2:26][CH3:27].[CH:18](=[CH2:19])[Mg+:20].[Cl-:21].[NH4+:22].[OH2:33].[cH:1]1[cH:2][cH:3][cH:4][c:5]2[c:11]1[CH2:10][CH2:9][c:8]1[c:7]([cH:15][cH:14][cH:13][cH:12]1)[C:6]2=[O:16]>>[cH:1]1[cH:2][cH:3][cH:4][c:5]2[c:11]1[CH2:10][CH2:9][c:8]1[c:7]([cH:15][cH:14][cH:13][cH:12]1)[C:6]2([OH:16])[CH:18]=[CH2:19]. Reactants: C(C)OC(=O)C=1C=NN(C1C)C1=CC=C(C=C1)O (1-(4-Hydroxyphenyl)-5-methyl-1H-pyrazole-4-carboxylic acid ethyl ester), C(C)(C)OC(=O)N=NC(=O)OC(C)C (azodicarboxylic acid diisopropylester), C(C)(C)(C)OCCO (2-tert-butoxyethanol), C1(=CC=CC=C1)P(C1=CC=CC=C1)C1=CC=CC=C1 (triphenylphosphine). Solvent: Example 39 ( 2 ), O (water), C1(=CC=CC=C1)C (toluene), O1CCCC1 (tetrahydrofuran). Conditions: time 8 hour. The product is C(C)OC(=O)C=1C=NN(C1C)C1=CC=C(C=C1)OCCOC(C)(C)C (1-(4-tert-butoxyethoxyphenyl)-5-methyl-1H-pyrazole-4-carboxylic acid ethyl ester). Yield: 123.7%. As a reaction SMILES: [CH2:1]([O:3][C:4]([C:6]1[CH:7]=[N:8][N:9]([C:12]2[CH:17]=[CH:16][C:15]([OH:18])=[CH:14][CH:13]=2)[C:10]=1[CH3:11])=[O:5])[CH3:2].[C:19]([O:23][CH2:24][CH2:25]O)([CH3:22])([CH3:21])[CH3:20].C1(P(C2C=CC=CC=2)C2C=CC=CC=2)C=CC=CC=1.C(OC(N=NC(OC(C)C)=O)=O)(C)C>O1CCCC1.C1(C)C=CC=CC=1.O>[CH2:1]([O:3][C:4]([C:6]1[CH:7]=[N:8][N:9]([C:12]2[CH:13]=[CH:14][C:15]([O:18][CH2:25][CH2:24][O:23][C:19]([CH3:22])([CH3:21])[CH3:20])=[CH:16][CH:17]=2)[C:10]=1[CH3:11])=[O:5])[CH3:2]. Procedure: To a solution of 1-(4-Hydroxyphenyl)-5-methyl-1H-pyrazole-4-carboxylic acid ethyl ester (500 mg) in Reference Example 39 (2), 2-tert-butoxyethanol (480 mg) and triphenylphosphine (1.06 g) in tetrahydrofuran (20 ml) was added dropwise a solution of 40% azodicarboxylic acid diisopropylester in toluene (2.14 ml) under ice-cooling, and then stirred at room temperature overnight. After completion of the reaction, water was added thereto, extracted with ethyl acetate, the organic layer was dried over ... Reactants: CC(C)C[AlH]CC(C)C (DIBAL-H), C(C)(C)C1=CC=C(C=C1)C1=CC=C(C=C1)/C(=C/C(=O)OCC)/C ((E)-ethyl 3-(4′-isopropyl-biphenyl-4-yl)-but-2-enoate). Product: C(C)(C)C1=CC=C(C=C1)C1=CC=C(C=C1)/C(=C/CO)/C ((E)-3-(4′-isopropyl-biphenyl-4-yl)-but-2-en-1-ol). RXN SMILES: CC(C[AlH]CC(C)C)C.[CH:10]([C:13]1[CH:18]=[CH:17][C:16]([C:19]2[CH:24]=[CH:23][C:22](/[C:25](/[CH3:32])=[CH:26]/[C:27](OCC)=[O:28])=[CH:21][CH:20]=2)=[CH:15][CH:14]=1)([CH3:12])[CH3:11]>>[CH:10]([C:13]1[CH:18]=[CH:17][C:16]([C:19]2[CH:20]=[CH:21][C:22](/[C:25](/[CH3:32])=[CH:26]/[CH2:27][OH:28])=[CH:23][CH:24]=2)=[CH:15][CH:14]=1)([CH3:12])[CH3:11]. Reported procedure: The colourless solid (E)-3-(4′-isopropyl-biphenyl-4-yl)-but-2-en-1-ol was prepared by DIBAL-H reduction of (E)-ethyl 3-(4′-isopropyl-biphenyl-4-yl)-but-2-enoate by a procedure analogous to that described in example 50b. The reactants are C(C)(=O)OCC (ethyl acetate), [F-].C(CCC)[N+](CCCC)(CCCC)CCCC (tetrabutylammonium fluoride), solution, C1(=CC=CC=C1)COC1=CC=C(C=C1)C=1C=C2C(=NN(C2=CC1C1=CC=C(C=C1)OCC1=CC=CC=C1)COCC[Si](C)(C)C)NC(CCC)=O (N-[5,6-bis[4-(phenylmethoxy)phenyl]-1-[[2-(trimethylsilyl)ethoxy]-methyl]-1H-indazol-3-yl]butanamide). Solvent: O1CCCC1 (tetrahydrofuran), O1CCCC1 (tetrahydrofuran). Yields the product C1(=CC=CC=C1)COC1=CC=C(C=C1)C=1C=C2C(=NNC2=CC1C1=CC=C(C=C1)OCC1=CC=CC=C1)NC(CCC)=O (N-[5,6-bis[4-(phenylmethoxy)phenyl]-1H-indazol-3-yl]butanamide). As a reaction SMILES: [F-].C([N+](CCCC)(CCCC)CCCC)CCC.[C:19]1([CH2:25][O:26][C:27]2[CH:32]=[CH:31][C:30]([C:33]3[CH:34]=[C:35]4[C:39](=[CH:40][C:41]=3[C:42]3[CH:47]=[CH:46][C:45]([O:48][CH2:49][C:50]5[CH:55]=[CH:54][CH:53]=[CH:52][CH:51]=5)=[CH:44][CH:43]=3)[N:38](COCC[Si](C)(C)C)[N:37]=[C:36]4[NH:64][C:65](=[O:69])[CH2:66][CH2:67][CH3:68])=[CH:29][CH:28]=2)[CH:24]=[CH:23][CH:22]=[CH:21][CH:20]=1.C(OCC)(=O)C>O1CCCC1>[C:19]1([CH2:25][O:26][C:27]2[CH:32]=[CH:31][C:30]([C:33]3[CH:34]=[C:35]4[C:39](=[CH:40][C:41]=3[C:42]3[CH:47]=[CH:46][C:45]([O:48][CH2:49][C:50]5[CH:51]=[CH:52][CH:53]=[CH:54][CH:55]=5)=[CH:44][CH:43]=3)[NH:38][N:37]=[C:36]4[NH:64][C:65](=[O:69])[CH2:66][CH2:67][CH3:68])=[CH:29][CH:28]=2)[CH:20]=[CH:21][CH:22]=[CH:23][CH:24]=1 |f:0.1|. Procedure details: 16.3 cm3 of tetrabutylammonium fluoride as a 1M solution in tetrahydrofuran are added to 1.9 g of N-[5,6-bis[4-(phenylmethoxy)phenyl]-1-[[2-(trimethylsilyl)ethoxy]-methyl]-1H-indazol-3-yl]butanamide, described previously, in 100 cm3 of tetrahydrofuran. The medium is then refluxed for 18 hours and is then allowed to return to room temperature and 100 cm3 of ethyl acetate are added; the organic phase is washed with 2×100 cm3 of saturated aqueous sodium hydrogen carbonate solution and then with 100... Reactants: C1CCOC1, COc1ccc(S(=O)(=O)Cl)cc1, COc1cc(N)cc(OC)c1OC, c1ccncc1. Yields the product COc1ccc(S(=O)(=O)Nc2cc(OC)c(OC)c(OC)c2)cc1. Reaction SMILES: [CH2:32]1[O:33][CH2:34][CH2:35][CH2:36]1.[CH3:14][O:15][c:16]1[cH:17][cH:18][c:19]([S:22](=[O:23])(=[O:24])[Cl:25])[cH:20][cH:21]1.[CH3:1][O:2][c:3]1[cH:4][c:5]([NH2:6])[cH:7][c:8]([O:12][CH3:13])[c:9]1[O:10][CH3:11].[cH:26]1[cH:27][cH:28][n:29][cH:30][cH:31]1>>[CH3:1][O:2][c:3]1[cH:4][c:5]([NH:6][S:22]([c:19]2[cH:18][cH:17][c:16]([O:15][CH3:14])[cH:21][cH:20]2)(=[O:23])=[O:24])[cH:7][c:8]([O:12][CH3:13])[c:9]1[O:10][CH3:11]. Reactants: O=C([O-])[O-], CN(C)C=O, COC(=O)c1n[nH]cc1[N+](=O)[O-], [Cs+], [Cs+], CI. Product: COC(=O)c1c([N+](=O)[O-])cnn1C. As a reaction SMILES: [C:13](=[O:14])([O-:15])[O-:16].[CH3:19][N:20]([CH3:21])[CH:22]=[O:23].[CH3:1][O:2][C:3](=[O:4])[c:5]1[n:6][nH:7][cH:8][c:9]1[N+:10](=[O:11])[O-:12].[Cs+:17].[Cs+:18].[I:24][CH3:25]>>[CH3:1][O:2][C:3](=[O:4])[c:5]1[n:6]([CH3:13])[n:7][cH:8][c:9]1[N+:10](=[O:11])[O-:12]. The reactants are BrC=1C=NC=NC1 (5-bromopyrimidine), C(C)OCC (diethyl ether), C(CCC)[Li] (butyllithium), BrC=1C=NC=NC1 (5-bromopyrimidine), O1CCCC1 (tetrahydrofuran), O1CCCC1 (tetrahydrofuran). RXN SMILES: [CH2:1]([O:3][CH2:4][CH3:5])C.[CH2:6]([Li])CCC.Br[C:12]1[CH:13]=[N:14][CH:15]=[N:16][CH:17]=1.[O:18]1[CH2:22][CH2:21][CH2:20][CH2:19]1>>[N:14]1[CH:13]=[CH:12][CH:17]=[N:16][C:15]=1[C:19]1[C:4]([O:3][CH3:1])=[CH:5][CH:6]=[C:21]([CH2:22][OH:18])[CH:20]=1. Yields the product N1=C(N=CC=C1)C=1C(=CC=C(C1)CO)OC (5-pyrimidyl-4-methoxyphenylcarbinol). Conditions: temperature -120 celsius, time 45 minute. Reported procedure: To a 500 ml 3-neck round bottom flask equipped with an addition funnel, septum, thermometer and an argon inlet was added 150 ml of anhydrous diethyl ether and 94 ml of 1.6 molar butyllithium solution (in hexane). The system was cooled to -120° C. and 23.85 gm of 5-bromopyrimidine in 75 ml of tetrahydrofuran was added over 2 hours. After addition of the 5-bromopyrimidine, the system was stirred for an additional 45 minutes. At this time, 18.3 ml of 4-methoxybenzyaldehyde in 75 ml of tetrahydrofur...